Dataset: the Open Reaction Database (ORD), a public repository of structured organic reaction records. Task: describe an organic reaction: reactants, conditions, products, and yield Run in O1CCOCC1 (dioxane). Conditions: temperature 120 celsius, time 10 hour. As a reaction SMILES: Br[C:2]1[N:3]=[C:4]2[S:10][C:9]([NH:11][C:12]([CH:14]3[CH2:16][CH2:15]3)=[O:13])=[N:8][C:5]2=[N:6][CH:7]=1.B([C:20]1[CH:28]=[CH:27][C:23]([C:24]([OH:26])=[O:25])=[CH:22][CH:21]=1)(O)O.C([O-])([O-])=O.[Na+].[Na+].C(P(C(C)(C)C)C1C=CC=CC=1C1C(C(C)C)=CC(C(C)C)=CC=1C(C)C)(C)(C)C>O1CCOCC1>[CH:14]1([C:12]([NH:11][C:9]2[S:10][C:4]3[C:5]([N:8]=2)=[N:6][CH:7]=[C:2]([C:20]2[CH:28]=[CH:27][C:23]([C:24]([OH:26])=[O:25])=[CH:22][CH:21]=2)[N:3]=3)=[O:13])[CH2:16][CH2:15]1 |f:2.3.4|. Procedure: To a solution of N-(6-bromothiazolo[4,5-b]pyrazin-2-yl)cyclopropanecarboxamide (1.00 g, 3.36 mmol) in dioxane (16 mL) was added 4-boronobenzoic acid (557 mg, 3.36 mmol) and 1N Na2CO3 aqueous solution (13.2 mL, 13.2 mmol). The reaction mixture was degassed using Argon gas for 20 min followed by the addition of dichlorobis(triphenylphospine) palladium(II) (141 mg, 0.20 mmol) and 2-di-tert-butylphosphino-2′,4′,6′-triisopropylbiphenyl (128 mg, 0.30 mmol). The reaction flask was put into the preheate... The reactants are BrC=1N=C2C(=NC1)N=C(S2)NC(=O)C2CC2 (N-(6-bromothiazolo[4,5-b]pyrazin-2-yl)cyclopropanecarboxamide), B(O)(O)C1=CC=C(C(=O)O)C=C1 (4-boronobenzoic acid), C(=O)([O-])[O-].[Na+].[Na+] (Na2CO3), dichlorobis(triphenylphospine) palladium(II), C(C)(C)(C)P(C1=C(C=CC=C1)C1=C(C=C(C=C1C(C)C)C(C)C)C(C)C)C(C)(C)C (2-di-tert-butylphosphino-2′,4′,6′-triisopropylbiphenyl). The product is C1(CC1)C(=O)NC=1SC=2C(=NC=C(N2)C2=CC=C(C(=O)O)C=C2)N1 (4-(2-(cyclopropanecarboxamido)thiazolo[4,5-b]pyrazin-6-yl)benzoic acid). Yield: 64.7%.